Dataset: the Open Reaction Database (ORD), a public repository of structured organic reaction records. Task: describe an organic reaction: reactants, conditions, products, and yield Starting materials: COC(=O)c1ccc2c(c1)CN(C(=O)OC(C)(C)C)C2, CO, [Na+], [OH-]. Yields the product CC(C)(C)OC(=O)N1Cc2ccc(C(=O)O)cc2C1. RXN SMILES: [C:1]([CH3:2])([CH3:3])([CH3:4])[O:5][C:6](=[O:7])[N:8]1[CH2:9][c:10]2[cH:11][cH:12][c:13]([C:17](=[O:18])[O:19][CH3:20])[cH:14][c:15]2[CH2:16]1.[CH3:23][OH:24].[Na+:22].[OH-:21]>>[C:1]([CH3:2])([CH3:3])([CH3:4])[O:5][C:6](=[O:7])[N:8]1[CH2:9][c:10]2[cH:11][cH:12][c:13]([C:17](=[O:18])[OH:19])[cH:14][c:15]2[CH2:16]1. Reactants: C(Cl)Cl (CH2Cl2), C(=O)(O)C1=CC=C(C=C1)S(=O)(=O)N (4-Carboxybenzenesulfonamide), CCCCNC(=O)NS(=O)(=O)C1=CC=C(C=C1)CO (Hydroxytolbutamide), CCCCNC(=O)NS(=O)(=O)C=1C=CC(=CC1)C (tolbutamide). The solvent is C(C)O (C2H5OH). The product is C(=O)(O)CCC1=CC=C(C=C1)S(=O)(=O)N (4-carboxyethylbenzenesulfonamide). Yield: 68.0%. RXN SMILES: CCCCNC([NH:8][S:9]([C:12]1[CH:17]=[CH:16][C:15]([CH2:18]O)=[CH:14][CH:13]=1)(=[O:11])=[O:10])=O.CCCCNC(NS(C1C=CC(C)=CC=1)(=O)=O)=O.[C:38]([C:41]1C=CC(S(N)(=O)=O)=CC=1)([OH:40])=[O:39].C(Cl)Cl>C(O)C>[C:38]([CH2:41][CH2:18][C:15]1[CH:14]=[CH:13][C:12]([S:9]([NH2:8])(=[O:10])=[O:11])=[CH:17][CH:16]=1)([OH:40])=[O:39]. Procedure details: Hydroxytolbutamide, the product of the oxidation of tolbutamide, was prepared using a procedure revised from earlier (Knodell et al. J. Pharmacol. Exp. Ther. 241:1112-1119, 1987). 4-Carboxybenzenesulfonamide (20 g, 0.10 mol, Aldrich) was dissolved in 300 ml of absolute C2H5OH and the solution was purged with HCl gas. The solution was heated under reflux overnight and then concentrated to dryness in vacuo. The residue was dissolved in water and the solution was made alkaline by the addition of Na... Starting materials: C1CCOC1, CO, COC(=O)C(CC(C)C)NC(c1ccccc1)C(F)(F)F, [Li+], [OH-]. Yields the product CC(C)CC(NC(c1ccccc1)C(F)(F)F)C(=O)O. RXN SMILES: [CH2:24]1[O:25][CH2:26][CH2:27][CH2:28]1.[CH3:29][OH:30].[F:1][C:2]([CH:3]([c:4]1[cH:5][cH:6][cH:7][cH:8][cH:9]1)[NH:10][CH:11]([CH2:12][CH:13]([CH3:14])[CH3:15])[C:16](=[O:17])[O:18][CH3:19])([F:20])[F:21].[Li+:23].[OH-:22]>>[F:1][C:2]([CH:3]([c:4]1[cH:5][cH:6][cH:7][cH:8][cH:9]1)[NH:10][CH:11]([CH2:12][CH:13]([CH3:14])[CH3:15])[C:16](=[O:17])[OH:18])([F:20])[F:21]. Starting materials: CCCC[N+](CCCC)(CCCC)CCCC.[F-] (TBAF), C(C)(C)(C)OC(N(CC(F)F)CC1=CC(=C(C=C1)Cl)C(O[SiH2]C(C)(C)C)(C)C)=O ([3-(tert-butyl-dimethyl-silanyloxymethyl)-4-chloro-benzyl]-(2,2-difluoro-ethyl)-carbamic acid tert-butyl ester). The solvent is C1CCOC1 (THF), CCOC(=O)C (EtOAc). Run at time 1 hour. The product is C(C)(C)(C)OC(N(CC(F)F)CC1=CC(=C(C=C1)Cl)CO)=O ((4-Chloro-3-hydroxymethyl-benzyl)-(2,2-difluoro-ethyl)-carbamic acid tert-butyl ester). The yield is 36.8%. RXN SMILES: CCCC[N+](CCCC)(CCCC)CCCC.[F-].[C:19]([O:23][C:24](=[O:47])[N:25]([CH2:30][C:31]1[CH:36]=[CH:35][C:34]([Cl:37])=[C:33]([C:38](C)(C)[O:39][SiH2]C(C)(C)C)[CH:32]=1)[CH2:26][CH:27]([F:29])[F:28])([CH3:22])([CH3:21])[CH3:20]>C1COCC1.CCOC(C)=O>[C:19]([O:23][C:24](=[O:47])[N:25]([CH2:30][C:31]1[CH:36]=[CH:35][C:34]([Cl:37])=[C:33]([CH2:38][OH:39])[CH:32]=1)[CH2:26][CH:27]([F:29])[F:28])([CH3:22])([CH3:20])[CH3:21] |f:0.1|. Procedure details: TBAF (1M in THF, 9.57 mL, 9.57 mmol) was added dropwise to a sol. of [3-(tert-butyl-dimethyl-silanyloxymethyl)-4-chloro-benzyl]-(2,2-difluoro-ethyl)-carbamic acid tert-butyl ester (2.15 g, 4.78 mmol) in THF (48 mL) at 0° C. The mixture was was stirred for 1 h while warming up to rt. The mixture was diluted with EtOAc, and the resulting mixture was washed with aq. sat. NH4Cl (2×) and brine (1×). The org. layer was dried over MgSO4, filtered, and the solvents were removed under reduced pressure. P... Starting materials: 316L, stainless steel, C(CN)N (ethylene diamine), C(CCCCCCCCCCCCCCCCC)#N (stearonitrile). The reagents and catalysts are CC([O-])C.CC([O-])C.CC([O-])C.CC([O-])C.[Ti+4] (titanium tetraisopropoxide), O (water). Reaction conditions: temperature 210 celsius. Product: C(CCCCCCCCCCCCCCCC)C=1NCCN1 (2-heptadecyl-2-imidazoline). Isolated yield 86.7%. Reaction SMILES: [CH2:1]([NH2:4])[CH2:2][NH2:3].[C:5](#N)[CH2:6][CH2:7][CH2:8][CH2:9][CH2:10][CH2:11][CH2:12][CH2:13][CH2:14][CH2:15][CH2:16][CH2:17][CH2:18][CH2:19][CH2:20][CH2:21][CH3:22]>CC(C)[O-].CC(C)[O-].CC(C)[O-].CC(C)[O-].[Ti+4].O>[CH2:21]([C:22]1[NH:3][CH2:2][CH2:1][N:4]=1)[CH2:20][CH2:19][CH2:18][CH2:17][CH2:16][CH2:15][CH2:14][CH2:13][CH2:12][CH2:11][CH2:10][CH2:9][CH2:8][CH2:7][CH2:6][CH3:5] |f:2.3.4.5.6|. Reported procedure: In a 500 ml SUS 316L stainless steel autoclave were charged 60 g of ethylene diamine, 267 g of stearonitrile and 2.5 g of titanium tetraisopropoxide. After addition of 1 g of water, the mixture was heated up to 210° C. with stirring and maintained at that temperature for 4 hours while removing ammonia produced in situ to maintain the pressure within the autoclave at 8-9 kg/cm2G. The resulting mixture was then subjected to vacuum distillation at 0.6 mmHg and at 230°-235° C. to obtain 267 g of 2-h... Starting materials: 1,1-Carbonyl diimidazole, ClC=1C=C2C(=C(N(C2=CC1)C)C1=CC=C(C=C1)Cl)CCC(=O)O (5-chloro-2-(4-chlorophenyl)-1-methyl-1H-indole-3-propanoic acid), C1(=CC=CC=C1)CC1(CCNCC1)O (4-(phenylmethyl)-4-piperidinol). Solvent: O1CCCC1 (tetrahydrofuran). Run at time 8 hour. The product is ClC=1C=C2C(=C(N(C2=CC1)C)C1=CC=C(C=C1)Cl)CCC(=O)N1CCC(CC1)(O)CC1=CC=CC=C1 (1-{3-[5-Chloro-2-(4-chlorophenyl)-1-methyl-1H-indol-3-yl]-1-oxopropyl}-4-(phenylmethyl)-4-piperidinol). Yield: 71.7%. Reaction SMILES: [Cl:1][C:2]1[CH:3]=[C:4]2[C:8](=[CH:9][CH:10]=1)[N:7]([CH3:11])[C:6]([C:12]1[CH:17]=[CH:16][C:15]([Cl:18])=[CH:14][CH:13]=1)=[C:5]2[CH2:19][CH2:20][C:21]([OH:23])=O.[C:24]1([CH2:30][C:31]2([OH:37])[CH2:36][CH2:35][NH:34][CH2:33][CH2:32]2)[CH:29]=[CH:28][CH:27]=[CH:26][CH:25]=1>O1CCCC1>[Cl:1][C:2]1[CH:3]=[C:4]2[C:8](=[CH:9][CH:10]=1)[N:7]([CH3:11])[C:6]([C:12]1[CH:13]=[CH:14][C:15]([Cl:18])=[CH:16][CH:17]=1)=[C:5]2[CH2:19][CH2:20][C:21]([N:34]1[CH2:33][CH2:32][C:31]([CH2:30][C:24]2[CH:29]=[CH:28][CH:27]=[CH:26][CH:25]=2)([OH:37])[CH2:36][CH2:35]1)=[O:23]. Reported procedure: 1,1-Carbonyl diimidazole (47 mg, 0.29 mmol) was added to a solution of 5-chloro-2-(4-chlorophenyl)-1-methyl-1H-indole-3-propanoic acid (Description 31, 100 mg, 0.29 mmol) in tetrahydrofuran (4 mL) and the mixture was heated under reflux for 2 h. The mixture was cooled and 4-(phenylmethyl)-4-piperidinol (52 mg, 0.27 mmol) was added. The mixture was stirred at room temperature overnight and the solvent was evaporated under reduced pressure. Water (4 mL) was added and the mixture was stirred at 80°... The reactants are [N+](=O)([O-])C1=CC=C(C=C1)N1CC(C1)NC(C)=O (N-[1-(4-nitrophenyl)azetidin-3-yl]acetamide), IC (iodomethane). Yields the product CN(C(C)=O)C1CN(C1)C1=CC=C(C=C1)[N+](=O)[O-] (N-Methyl-N-[1-(4-nitrophenyl)azetidin-3-yl]acetamide). RXN SMILES: [N+:1]([C:4]1[CH:9]=[CH:8][C:7]([N:10]2[CH2:13][CH:12]([NH:14][C:15](=[O:17])[CH3:16])[CH2:11]2)=[CH:6][CH:5]=1)([O-:3])=[O:2].I[CH3:19]>>[CH3:19][N:14]([CH:12]1[CH2:11][N:10]([C:7]2[CH:8]=[CH:9][C:4]([N+:1]([O-:3])=[O:2])=[CH:5][CH:6]=2)[CH2:13]1)[C:15](=[O:17])[CH3:16]. Procedure: N-[1-(4-nitrophenyl)azetidin-3-yl]acetamide was alkylated with iodomethane by method F. This resulted in the product with the molecular weight of 249.27 (C12H15N3O3); MS (ESI): 250 (M+H+).